From a dataset of the Open Reaction Database (ORD), a public repository of structured organic reaction records. describe an organic reaction: reactants, conditions, products, and yield Starting materials: CCCc1cc(C=O)nn1-c1ccccc1, NCCN1CCN(C(c2ccccc2)c2ccc(Cl)cc2)CC1. Product: CCCc1cc(CNCCN2CCN(C(c3ccccc3)c3ccc(Cl)cc3)CC2)nn1-c1ccccc1. As a reaction SMILES: [CH2:24]([CH2:25][CH3:26])[c:27]1[cH:28][c:29]([CH:38]=[O:39])[n:30][n:31]1-[c:32]1[cH:33][cH:34][cH:35][cH:36][cH:37]1.[Cl:1][c:2]1[cH:3][cH:4][c:5]([CH:6]([c:7]2[cH:8][cH:9][cH:10][cH:11][cH:12]2)[N:13]2[CH2:14][CH2:15][N:16]([CH2:19][CH2:20][NH2:21])[CH2:17][CH2:18]2)[cH:22][cH:23]1>>[Cl:1][c:2]1[cH:3][cH:4][c:5]([CH:6]([c:7]2[cH:8][cH:9][cH:10][cH:11][cH:12]2)[N:13]2[CH2:14][CH2:15][N:16]([CH2:19][CH2:20][NH:21][CH2:38][c:29]3[cH:28][c:27]([CH2:24][CH2:25][CH3:26])[n:31](-[c:32]4[cH:33][cH:34][cH:35][cH:36][cH:37]4)[n:30]3)[CH2:17][CH2:18]2)[cH:22][cH:23]1. The product is NS(=O)(=O)Cc1cccc(Nc2cc(-c3ccccc3OCC3CCCO3)ncn2)c1. Reactants: Clc1cc(-c2ccccc2OCC2CCCO2)ncn1, Nc1cccc(CS(N)(=O)=O)c1, CN(C)C=O. As a reaction SMILES: [Cl:13][c:14]1[n:15][cH:16][n:17][c:18](-[c:20]2[c:21]([O:26][CH2:27][CH:28]3[O:29][CH2:30][CH2:31][CH2:32]3)[cH:22][cH:23][cH:24][cH:25]2)[cH:19]1.[NH2:1][c:2]1[cH:3][c:4]([CH2:8][S:9](=[O:10])(=[O:11])[NH2:12])[cH:5][cH:6][cH:7]1.[O:33]=[CH:34][N:35]([CH3:36])[CH3:37]>>[NH:1]([c:2]1[cH:3][c:4]([CH2:8][S:9](=[O:10])(=[O:11])[NH2:12])[cH:5][cH:6][cH:7]1)[c:14]1[n:15][cH:16][n:17][c:18](-[c:20]2[c:21]([O:26][CH2:27][CH:28]3[O:29][CH2:30][CH2:31][CH2:32]3)[cH:22][cH:23][cH:24][cH:25]2)[cH:19]1.